This data is from the Open Reaction Database (ORD), a public repository of structured organic reaction records. The task is: describe an organic reaction: reactants, conditions, products, and yield Starting materials: Cl (hydrochloric acid), ClC=1C=CC=2N(N1)C=C(N2)C(C(=O)O)(C)C (2-(6-chloroimidazo[1,2-b]pyridazin-2-yl)-2-methylpropionic acid), [BH4-].C(CCC)[N+](CCCC)(CCCC)CCCC (tetra-n-butylammonium borohydride), N,N′-carbonyldiimidazole. Run in O1CCCC1 (tetrahydrofuran). Run at time 60 minute. Yields the product ClC=1C=CC=2N(N1)C=C(N2)C(CO)(C)C (2-(6-chloroimidazo[1,2-b]pyridazin-2-yl)-2-methylpropanol). Isolated yield 72.1%. Reaction SMILES: [Cl:1][C:2]1[CH:3]=[CH:4][C:5]2[N:6]([CH:8]=[C:9]([C:11]([CH3:16])([CH3:15])[C:12](O)=[O:13])[N:10]=2)[N:7]=1.[BH4-].C([N+](CCCC)(CCCC)CCCC)CCC.Cl>O1CCCC1>[Cl:1][C:2]1[CH:3]=[CH:4][C:5]2[N:6]([CH:8]=[C:9]([C:11]([CH3:16])([CH3:15])[CH2:12][OH:13])[N:10]=2)[N:7]=1 |f:1.2|. Procedure details: 0.719 g of 2-(6-chloroimidazo[1,2-b]pyridazin-2-yl)-2-methylpropionic acid was dissolved in 15 ml of tetrahydrofuran; 0.535 g of N,N′-carbonyldiimidazole was added, followed by stirring at room temperature for 60 minutes. To this mixture, 1.15 g of tetra-n-butylammonium borohydride was added under ice cooling conditions, followed by stirring at room temperature for 1 hour. 2 ml of 5 N hydrochloric acid was added to the reaction mixture, followed by concentration under reduced pressure. The resid... The reactants are CO, COc1cc(N2CCN(CC3CC3)CC2)ccc1[N+](=O)[O-], NN, O. The product is COc1cc(N2CCN(CC3CC3)CC2)ccc1N. Reaction SMILES: [CH3:25][OH:26].[CH:1]1([CH2:4][N:5]2[CH2:6][CH2:7][N:8]([c:11]3[cH:12][c:13]([O:20][CH3:21])[c:14]([N+:17]([O-:18])=[O:19])[cH:15][cH:16]3)[CH2:9][CH2:10]2)[CH2:2][CH2:3]1.[NH2:23][NH2:24].[OH2:22]>>[CH:1]1([CH2:4][N:5]2[CH2:6][CH2:7][N:8]([c:11]3[cH:12][c:13]([O:20][CH3:21])[c:14]([NH2:17])[cH:15][cH:16]3)[CH2:9][CH2:10]2)[CH2:2][CH2:3]1. Reactants: COC1=CC=C(CNCCNC(=O)C=2SC=CC2NC2=C3C(=NC=C2)NC=C3)C=C1 (3-(1H-Pyrrolo[2,3-b]pyridin-4-ylamino)-thiophene-2-carboxylic acid [2-(4-methoxy-benzylamino)-ethyl]amide), CC1=CC=C(C=O)C=C1 (4-methylbenzaldehyde). Yields the product CC1=CC=C(CNCCNC(=O)C=2SC=CC2NC2=C3C(=NC=C2)NC=C3)C=C1 (3-(1H-Pyrrolo[2,3-b]pyridin-4-ylamino)-thiophene-2-carboxylic acid [2-(4-methyl-benzylamino)-ethyl]-amide). Reaction SMILES: CO[C:3]1[CH:30]=[CH:29][C:6]([CH2:7][NH:8][CH2:9][CH2:10][NH:11][C:12]([C:14]2[S:15][CH:16]=[CH:17][C:18]=2[NH:19][C:20]2[CH:25]=[CH:24][N:23]=[C:22]3[NH:26][CH:27]=[CH:28][C:21]=23)=[O:13])=[CH:5][CH:4]=1.[CH3:31]C1C=CC(C=O)=CC=1>>[CH3:31][C:3]1[CH:30]=[CH:29][C:6]([CH2:7][NH:8][CH2:9][CH2:10][NH:11][C:12]([C:14]2[S:15][CH:16]=[CH:17][C:18]=2[NH:19][C:20]2[CH:25]=[CH:24][N:23]=[C:22]3[NH:26][CH:27]=[CH:28][C:21]=23)=[O:13])=[CH:5][CH:4]=1. Procedure: This compound was prepared in an analogous manner as 3-(1H-Pyrrolo[2,3-b]pyridin-4-ylamino)-thiophene-2-carboxylic acid [2-(4-methoxy-benzylamino)-ethyl]amide using 4-methylbenzaldehyde instead of 4-methoxy benzaldehyde. LCMS (ESI) 406 (M+H) 1H NMR (400 MHz, DMSO-d6) δ ppm 11.43-11.53 (1H, m) 10.24 (1H, s) 7.95-8.04 (1H, m) 7.75 (1H, d, J=5.47 Hz) 7.44 (1H, d, J=5.47 Hz) 7.25-7.31 (1H, m) 7.14 (1H, d, J=8.00 Hz) 7.03 (1H, d, J=7.81 Hz) 6.77 (1H, d, J=5.47 Hz) 6.41 (1H, dd, J=3.42, 1.85 Hz) 3.60 ...